From a dataset of the Open Reaction Database (ORD), a public repository of structured organic reaction records. describe an organic reaction: reactants, conditions, products, and yield Starting materials: S(=O)(=O)([O-])[O-].C(CCC)[N+](CCCC)(CCCC)CCCC.C(CCC)[N+](CCCC)(CCCC)CCCC (Tetrabutyl ammonium sulfate), BrCC1=CC=C(C(=O)OC(C)(C)C)C=C1 (1,1-dimethylethyl 4-bromomethylbenzoate), [OH-].[Na+] (sodium hydroxide), C(C1=CC=CC=C1)OC(CN=C(C1=CC=CC=C1)C1=CC=CC=C1)=O (2-[(diphenylmethylene)amino]acetic acid benzyl ester). The solvent is ClCCl (dichloromethane), CCOCC (ether). Yields the product C(C1=CC=CC=C1)OC(C(CC1=CC=C(C=C1)C(=O)OC(C)(C)C)N=C(C1=CC=CC=C1)C1=CC=CC=C1)=O (rac.-2-((diphenylmethylene)amino]-3-[4-[(1,1-dimethylethoxy) carbonyl]phenyl]propanoic acid benzyl ester). Isolated yield 36.0%. RXN SMILES: S([O-])([O-])(=O)=O.C([N+](CCCC)(CCCC)CCCC)CCC.C([N+](CCCC)(CCCC)CCCC)CCC.[OH-].[Na+].[CH2:42]([O:49][C:50](=[O:66])[CH2:51][N:52]=[C:53]([C:60]1[CH:65]=[CH:64][CH:63]=[CH:62][CH:61]=1)[C:54]1[CH:59]=[CH:58][CH:57]=[CH:56][CH:55]=1)[C:43]1[CH:48]=[CH:47][CH:46]=[CH:45][CH:44]=1.Br[CH2:68][C:69]1[CH:81]=[CH:80][C:72]([C:73]([O:75][C:76]([CH3:79])([CH3:78])[CH3:77])=[O:74])=[CH:71][CH:70]=1>ClCCl.CCOCC>[CH2:42]([O:49][C:50](=[O:66])[CH:51]([N:52]=[C:53]([C:60]1[CH:65]=[CH:64][CH:63]=[CH:62][CH:61]=1)[C:54]1[CH:55]=[CH:56][CH:57]=[CH:58][CH:59]=1)[CH2:68][C:69]1[CH:70]=[CH:71][C:72]([C:73]([O:75][C:76]([CH3:79])([CH3:78])[CH3:77])=[O:74])=[CH:80][CH:81]=1)[C:43]1[CH:44]=[CH:45][CH:46]=[CH:47][CH:48]=1 |f:0.1.2,3.4|. Procedure: Tetrabutyl ammonium sulfate (3.0 g. 9 mmol) was added to a biphasic mixture consisting of 10% aqueous sodium hydroxide (75 mL). 2-[(diphenylmethylene)amino]acetic acid benzyl ester (3.05 g. 9.3 mmol) and 1,1-dimethylethyl 4-bromomethylbenzoate (3.0 g. 9 mmol) in dichloromethane (58 mL). After several hours of vigorous stirring at room temperature, the reaction mixture was diluted with ether (300 mL) and the layers were separated. The organic layer was washed with water (3×30 mL), dried (K2CO3) a... Starting materials: C(C)(C)(C)OC(NCC12CC3C(C(CC(C1)C3)C2)OC)=O ((4-Methoxy-adamantan-1-ylmethyl)-carbamic acid tert-butyl ester), Br (HBr). Run in CCOCC (Ether). Run at time 2 hour. Yields the product COC1C2CC3(CC(CC1C3)C2)CN (C-(4-Methoxy-adamantan-1-yl)-methylamine). RXN SMILES: C(OC(=O)[NH:7][CH2:8][C:9]12[CH2:18][CH:13]3[CH2:14][CH:15]([CH2:17][CH:11]([CH:12]3[O:19][CH3:20])[CH2:10]1)[CH2:16]2)(C)(C)C.Br>CCOCC>[CH3:20][O:19][CH:12]1[CH:13]2[CH2:18][C:9]3([CH2:8][NH2:7])[CH2:16][CH:15]([CH2:17][CH:11]1[CH2:10]3)[CH2:14]2. Reported procedure: To 16A (30 mg, 0.10 mmol) in was added HBr (30% in HOAc) 1 mL and the mixture was stirred at rt for 2 h. Ether (10 mL×2) was added and the resulting precipitate was collected and dried under vacuum to give the title compound as hydrogen bromide salts (16). LC-MS (ESR): m/z=196 [M+H]+. Starting materials: CCO, O=[N+]([O-])c1ccc2c(c1)C(c1ccccc1Cl)=NCC(NO)=N2, O=C=Nc1ccc(Cl)c(Cl)c1. The product is O=C(Nc1ccc(Cl)c(Cl)c1)ONC1=Nc2ccc([N+](=O)[O-])cc2C(c2ccccc2Cl)=NC1. As a reaction SMILES: [CH3:35][CH2:36][OH:37].[Cl:1][c:2]1[c:3]([C:8]2=[N:9][CH2:10][C:11]([NH:22][OH:23])=[N:12][c:13]3[c:14]2[cH:15][c:16]([N+:19](=[O:20])[O-:21])[cH:17][cH:18]3)[cH:4][cH:5][cH:6][cH:7]1.[Cl:24][c:25]1[cH:26][c:27]([N:32]=[C:33]=[O:34])[cH:28][cH:29][c:30]1[Cl:31]>>[Cl:1][c:2]1[c:3]([C:8]2=[N:9][CH2:10][C:11]([NH:22][O:23][C:33]([NH:32][c:27]3[cH:26][c:25]([Cl:24])[c:30]([Cl:31])[cH:29][cH:28]3)=[O:34])=[N:12][c:13]3[c:14]2[cH:15][c:16]([N+:19](=[O:20])[O-:21])[cH:17][cH:18]3)[cH:4][cH:5][cH:6][cH:7]1. Solvent: O1CCOCC1 (dioxane), O (water). The yield is 19.2%. Product: COC1=CC=C(C=C1)C1=C(C=2N(C=C1)C(N(N2)CC(C)C)=O)C2=CC=C(C=C2)OC (7,8-bis(4-methoxyphenyl)-2-isobutyl-[1,2,4]triazolo[4,3-a]pyridin-3(2H)-one). Starting materials: BrC1=C(C=2N(C=C1)C(N(N2)CC(C)C)=O)I (7-bromo-8-iodo-2-isobutyl-[1,2,4]triazolo[4,3-a]pyridin-3(2H)-one), COC1=CC=C(C=C1)B(O)O (4-methoxyphenylboronic acid), C(=O)([O-])[O-].[K+].[K+] (K2CO3). Procedure: To a stirring, degassed mixture of 7-bromo-8-iodo-2-isobutyl-[1,2,4]triazolo[4,3-a]pyridin-3(2H)-one (50 mg, 0.13 mmol), 4-methoxyphenylboronic acid (40 mg, 0.28 mmol), and tetrakis(triphenylphosphine)palladium (7 mg, 0.006 mmol) in dioxane (1.0 mL) at 20° C. was added K2CO3 (40 mg, 0.25 mmol) in water (0.3 mL). The resulting reaction mixture was heated in a microwave reactor at 200° C. for 20 min under argon. Analysis by HPLC/MS indicated that starting material had been consumed. The reaction m... Reaction conditions: temperature 200 celsius. RXN SMILES: Br[C:2]1[CH:7]=[CH:6][N:5]2[C:8](=[O:15])[N:9]([CH2:11][CH:12]([CH3:14])[CH3:13])[N:10]=[C:4]2[C:3]=1I.[CH3:17][O:18][C:19]1[CH:24]=[CH:23][C:22](B(O)O)=[CH:21][CH:20]=1.[C:28]([O-:31])([O-])=O.[K+].[K+]>O1CCOCC1.O.C1C=CC([P]([Pd]([P](C2C=CC=CC=2)(C2C=CC=CC=2)C2C=CC=CC=2)([P](C2C=CC=CC=2)(C2C=CC=CC=2)C2C=CC=CC=2)[P](C2C=CC=CC=2)(C2C=CC=CC=2)C2C=CC=CC=2)(C2C=CC=CC=2)C2C=CC=CC=2)=CC=1>[CH3:17][O:18][C:19]1[CH:24]=[CH:23][C:22]([C:2]2[CH:7]=[CH:6][N:5]3[C:8](=[O:15])[N:9]([CH2:11][CH:12]([CH3:14])[CH3:13])[N:10]=[C:4]3[C:3]=2[C:19]2[CH:24]=[CH:23][C:22]([O:31][CH3:28])=[CH:21][CH:20]=2)=[CH:21][CH:20]=1 |f:2.3.4,^1:44,46,65,84|. The reagents and catalysts are C=1C=CC(=CC1)[P](C=2C=CC=CC2)(C=3C=CC=CC3)[Pd]([P](C=4C=CC=CC4)(C=5C=CC=CC5)C=6C=CC=CC6)([P](C=7C=CC=CC7)(C=8C=CC=CC8)C=9C=CC=CC9)[P](C=1C=CC=CC1)(C=1C=CC=CC1)C=1C=CC=CC1 (tetrakis(triphenylphosphine)palladium).